This data is from the Open Reaction Database (ORD), a public repository of structured organic reaction records. The task is: describe an organic reaction: reactants, conditions, products, and yield RXN SMILES: [Br:1][c:2]1[cH:3][cH:4][c:5]([C:6](=[O:7])[c:8]2[cH:9][cH:10][cH:11][cH:12][cH:13]2)[cH:14][cH:15]1.[C:16]1(=[O:21])[CH2:17][CH2:18][CH2:19][NH:20]1.[CH3:28][CH2:29][O:30][C:31](=[O:32])[CH3:33].[K+:22].[K+:23].[O-:24][C:25]([O-:26])=[O:27]>>[c:2]1([N:20]2[C:16](=[O:21])[CH2:17][CH2:18][CH2:19]2)[cH:3][cH:4][c:5]([C:6](=[O:7])[c:8]2[cH:9][cH:10][cH:11][cH:12][cH:13]2)[cH:14][cH:15]1. Product: O=C(c1ccccc1)c1ccc(N2CCCC2=O)cc1. Reactants: O=C(c1ccccc1)c1ccc(Br)cc1, O=C1CCCN1, CCOC(C)=O, [K+], [K+], O=C([O-])[O-]. The reactants are C[C@H](CCCC(C)=O)CCCC(C)C ((6S)-6,10-dimethylundecan-2-one), ( I ), C(\C=C(/C)\CCC=C(C)C)CC(C)=O (E-geranyl acetone). Product: C[C@H](CCCC(C)=O)CCCC(C)C ((6S)-6,10-dimethylundecan-2-one), C[C@@H](CCCC(C)=O)CCCC(C)C ((6R)-6,10-dimethylundecan-2-one). Reaction SMILES: [CH2:1]([CH2:11][C:12](=[O:14])[CH3:13])/[CH:2]=[C:3](/[CH2:5][CH2:6][CH:7]=[C:8]([CH3:10])[CH3:9])\[CH3:4].[CH3:15][C@@H:16]([CH2:23][CH2:24][CH2:25][CH:26]([CH3:28])[CH3:27])[CH2:17][CH2:18][CH2:19][C:20](=[O:22])[CH3:21]>>[CH3:4][C@@H:3]([CH2:5][CH2:6][CH2:7][CH:8]([CH3:10])[CH3:9])[CH2:2][CH2:1][CH2:11][C:12](=[O:14])[CH3:13].[CH3:15][C@H:16]([CH2:23][CH2:24][CH2:25][CH:26]([CH3:28])[CH3:27])[CH2:17][CH2:18][CH2:19][C:20](=[O:22])[CH3:21]. Procedure details: Specifically, it has been found that using the R-isomer of catalyst of formula (I) in the hydrogenation of E-geranyl acetone (=(E)-6,10-dimethylundeca-5,9-dien-2-one) the hydrogenation product (6S)-6,10-dimethylundecan-2-one is formed in more than 98% in respect to all of the possible stereoisomers (i.e. (6S)-6,10-dimethylundecan-2-one and (6R)-6,10-dimethylundecan-2-one) whereas the corresponding R-isomer is obtained only in amount of less than 2%. The reactants are BrC=1C=C(C=CC1)OC(C)C (3-bromo-i-propoxybenzene), Cl (HCl), Cl (HCl), C(CCC)[Li] (n-Butyl lithium), CN1CC(C(CC1)=O)C (1,3-Dimethyl-4-piperidone). Solvent: C1CCOC1 (THF). Reaction conditions: temperature -70 celsius, time 2 hour. The product is C(C)(C)OC=1C=C(C=CC1)C1(CN(CCC1O)C)C (3-(3-i-propoxyphenyl)-1,3-dimethyl-4-hydroxypiperidine). Yield: 662.3%. As a reaction SMILES: Br[C:2]1[CH:3]=[C:4]([O:8][CH:9]([CH3:11])[CH3:10])[CH:5]=[CH:6][CH:7]=1.C([Li])CCC.[CH3:17][N:18]1[CH2:23][CH2:22][C:21](=[O:24])[CH:20]([CH3:25])[CH2:19]1.Cl>C1COCC1>[CH:9]([O:8][C:4]1[CH:3]=[C:2]([C:20]2([CH3:25])[CH:21]([OH:24])[CH2:22][CH2:23][N:18]([CH3:17])[CH2:19]2)[CH:7]=[CH:6][CH:5]=1)([CH3:11])[CH3:10]. Procedure details: The 3-bromo-i-propoxybenzene (200 g, 0.08703 mol) was combined with THF (540 ml) under nitrogen and cooled to about -75° C. n-Butyl lithium (565 ml, 0.8306 mol) was added dropwise while maintaining the mixture at less than -70° C. After 2 hours 1,3-Dimethyl-4-piperidone (106.7 g, 0.8389 mol) was added while maintaining the temperature of the mixture between -80° C. and -70° C. After stirring 2 hours at -70° C., the reaction mixture was then added to 6N HCl (280 ml) while maintaining the temperat... Starting materials: CS(=O)(=O)c1ccc2c(c1)CCN2c1cc(OC2CCN(C(=O)OC3CCN(Cc4ccccc4)C3)CC2)ncn1, CCO, [H][H]. The product is CS(=O)(=O)c1ccc2c(c1)CCN2c1cc(OC2CCN(C(=O)OC3CCNC3)CC2)ncn1. As a reaction SMILES: [CH2:1]([c:2]1[cH:3][cH:4][cH:5][cH:6][cH:7]1)[N:8]1[CH2:9][CH:10]([O:13][C:14](=[O:15])[N:16]2[CH2:17][CH2:18][CH:19]([O:22][c:23]3[n:24][cH:25][n:26][c:27]([N:29]4[CH2:30][CH2:31][c:32]5[cH:33][c:34]([S:38](=[O:39])(=[O:40])[CH3:41])[cH:35][cH:36][c:37]54)[cH:28]3)[CH2:20][CH2:21]2)[CH2:11][CH2:12]1.[CH3:44][CH2:45][OH:46].[H:42][H:43]>>[NH:8]1[CH2:9][CH:10]([O:13][C:14](=[O:15])[N:16]2[CH2:17][CH2:18][CH:19]([O:22][c:23]3[n:24][cH:25][n:26][c:27]([N:29]4[CH2:30][CH2:31][c:32]5[cH:33][c:34]([S:38](=[O:39])(=[O:40])[CH3:41])[cH:35][cH:36][c:37]54)[cH:28]3)[CH2:20][CH2:21]2)[CH2:11][CH2:12]1.